This data is from the Open Reaction Database (ORD), a public repository of structured organic reaction records. The task is: describe an organic reaction: reactants, conditions, products, and yield Procedure details: A solution of ManNAc (5.0 g, 2.6 mmol), and Ac2O (10 mL) in pyridine (20 mL) was stirred for 10 hours at room temperature, and the mixture was concentrated, followed by coevaporation with toluene. A solution of the residue, allyl alcohol (2.63 g, 45.2 mmol; 3.1 mL), BF3&Circlesolid;OEt2 (1.60 g, 11.3 mmol; 1.39 mL) in CH3NO2 (150 mL) was gently refluxed for 2.5 hours. After cooling, the mixture was concentrated. The residue was chromatographed on silica gel, with toluene-EtOAc (1:2) to give ally... Product: C(C)(=O)N[C@@H]1[C@@H](OCC=C)O[C@@H]([C@H]([C@@H]1OC(C)=O)OC(C)=O)COC(C)=O (allyl 2-acetamido-3,4,6-tri-O-acetyl-2-deoxy-α-D-mannopyranoside). Reaction SMILES: [OH:1][CH:2]1[O:9][C@H:8]([CH2:10][OH:11])[C@@H:6]([OH:7])[C@H:4]([OH:5])[C@@H:3]1[NH:12][C:13]([CH3:15])=[O:14].CC(O[C:20]([CH3:22])=[O:21])=O.[CH2:23]([OH:26])[CH:24]=C.B(F)(F)F.[O:31]([CH2:34][CH3:35])CC.N1C=C[CH:39]=[CH:38][CH:37]=1>C[N+]([O-])=O>[C:13]([NH:12][C@H:3]1[C@@H:4]([O:5][C:23](=[O:26])[CH3:24])[C@H:6]([O:7][C:34](=[O:31])[CH3:35])[C@@H:8]([CH2:10][O:11][C:20](=[O:21])[CH3:22])[O:9][C@@H:2]1[O:1][CH2:39][CH:38]=[CH2:37])(=[O:14])[CH3:15]. Reactants: B(F)(F)F (BF3), O(CC)CC (OEt2), OC1[C@H]([C@@H](O)[C@H](O)[C@H](O1)CO)NC(=O)C (ManNAc), CC(=O)OC(=O)C (Ac2O), N1=CC=CC=C1 (pyridine), C(C=C)O (allyl alcohol). The solvent is C[N+](=O)[O-] (CH3NO2). The reactants are CC(C)C(C(=O)NC(Cc1ccc(O)c(C(C)(C)C)c1)C(=O)Nc1ccccn1)N(C)C(=O)OCc1ccccc1, C, CO, [H][H], [Pd]. Yields the product CNC(C(=O)NC(Cc1ccc(O)c(C(C)(C)C)c1)C(=O)Nc1ccccn1)C(C)C. RXN SMILES: [C:1]([CH3:2])([CH3:3])([CH3:4])[c:5]1[cH:6][c:7]([CH2:12][CH:13]([C:14]([NH:15][c:16]2[n:17][cH:18][cH:19][cH:20][cH:21]2)=[O:22])[NH:23][C:24]([CH:25]([CH:26]([CH3:27])[CH3:28])[N:29]([CH3:30])[C:31]([O:32][CH2:33][c:34]2[cH:35][cH:36][cH:37][cH:38][cH:39]2)=[O:40])=[O:41])[cH:8][cH:9][c:10]1[OH:11].[C:46].[CH3:44][OH:45].[H:42][H:43].[Pd:47]>>[C:1]([CH3:2])([CH3:3])([CH3:4])[c:5]1[cH:6][c:7]([CH2:12][CH:13]([C:14]([NH:15][c:16]2[n:17][cH:18][cH:19][cH:20][cH:21]2)=[O:22])[NH:23][C:24]([CH:25]([CH:26]([CH3:27])[CH3:28])[NH:29][CH3:30])=[O:41])[cH:8][cH:9][c:10]1[OH:11]. Reactants: OBO, Nc1ccc(Cc2ccccc2)cc1Br, Clc1ccccc1Cl. The product is Nc1ccc(Cc2ccccc2)cc1-c1ccc(Cl)c(Cl)c1. As a reaction SMILES: [BH:16]([OH:17])[OH:18].[Br:1][c:2]1[c:3]([NH2:4])[cH:5][cH:6][c:7]([CH2:9][c:10]2[cH:11][cH:12][cH:13][cH:14][cH:15]2)[cH:8]1.[Cl:19][c:20]1[cH:21][cH:22][cH:23][cH:24][c:25]1[Cl:26]>>[c:2]1(-[c:22]2[cH:21][c:20]([Cl:19])[c:25]([Cl:26])[cH:24][cH:23]2)[c:3]([NH2:4])[cH:5][cH:6][c:7]([CH2:9][c:10]2[cH:11][cH:12][cH:13][cH:14][cH:15]2)[cH:8]1. The reactants are ClC1=C(C(=CC=C1)Cl)N1C(CCC2=C(C=C(C=C12)OC)C1=C(C=C(C=C1)F)F)=O (1-(2,6-dichlorophenyl)-5-(2,4-difluorophenyl)-3,4-dihydro-7-methoxy-2(1H)-quinolinone), BrC1=C2CCC(N(C2=CC(=C1)OC)C1=CC(=CC=C1C)C(=O)OC)=O (5-bromo-3,4-dihydro-7-methoxy-1-(3-methoxycarbonyl-6-methylphenyl)-2(1H)-quinolinone), BrC1=C2CCC(N(C2=CC(=C1)OC)C1=CC(=CC=C1C)C(=O)OC)=O (5-bromo-3,4-dihydro-7-methoxy-1-(3-methoxycarbonyl-6-methylphenyl)-2(1H)-quinolinone), ClC1=C(C=CC=C1)B(O)O (2-chlorophenylboronic acid). Product: ClC1=C(C=CC=C1)C1=C2CCC(N(C2=CC(=C1)OC)C1=CC(=CC=C1C)C(=O)OC)=O (5-(2-Chlorophenyl)-3,4-dihydro-7-methoxy-1-(3-methoxycarbonyl-6-methylphenyl)-2(1H)-quinolinone). As a reaction SMILES: Br[C:2]1[CH:11]=[C:10]([O:12][CH3:13])[CH:9]=[C:8]2[C:3]=1[CH2:4][CH2:5][C:6](=[O:25])[N:7]2[C:14]1[C:19]([CH3:20])=[CH:18][CH:17]=[C:16]([C:21]([O:23][CH3:24])=[O:22])[CH:15]=1.[Cl:26][C:27]1[CH:32]=[CH:31][CH:30]=[CH:29][C:28]=1B(O)O.ClC1C=CC=C(Cl)C=1N1C2C(=C(C3C=CC(F)=CC=3F)C=C(OC)C=2)CCC1=O>>[Cl:26][C:27]1[CH:32]=[CH:31][CH:30]=[CH:29][C:28]=1[C:2]1[CH:11]=[C:10]([O:12][CH3:13])[CH:9]=[C:8]2[C:3]=1[CH2:4][CH2:5][C:6](=[O:25])[N:7]2[C:14]1[C:19]([CH3:20])=[CH:18][CH:17]=[C:16]([C:21]([O:23][CH3:24])=[O:22])[CH:15]=1. Procedure details: 5-(2-Chlorophenyl)-3,4-dihydro-7-methoxy-1-(3-methoxycarbonyl-6-methylphenyl)-2(1H)-quinolinone was prepared from 5-bromo-3,4-dihydro-7-methoxy-1-(3-methoxycarbonyl-6-methylphenyl)-2(1H)-quinolinone (INTERMEDIATE 16) and 2-chlorophenylboronic acid by a procedure analogous to that described in INTERMEDIATE 2. Mass spectrum (ESI) 436.3 (M+1). 1H NMR (500 MHz, CDCl3): 7.95 (m, 1H); 7.81 (d, J=19.0 Hz, 1H); 7.41 (m, 1H); 7.37 (d, J=8.0 Hz, 1H); 7.27 (m, 2H); 7.21 (m, 1H); 6.35 (s, 1H); 5.76 (s, 1H);... The reactants are [H-].[H-].[H-].[H-].[Li+].[Al+3] (LiAlH4), COC(=O)C1=CC=C(C=C1)C1=CC=C(C=C1)C(=O)OC (4,4'-bis (methoxycarbonyl)biphenyl). The solvent is O1CCCC1 (THF), O1CCCC1 (THF). Run at temperature 50 celsius, time 30 minute. The product is OCC1=CC=C(C=C1)C1=CC=C(C=C1)CO (4,4'-bis (hydroxymethyl) biphenyl). Yield: 96.7%. Reaction SMILES: [H-].[H-].[H-].[H-].[Li+].[Al+3].C[O:8][C:9]([C:11]1[CH:16]=[CH:15][C:14]([C:17]2[CH:22]=[CH:21][C:20]([C:23](OC)=[O:24])=[CH:19][CH:18]=2)=[CH:13][CH:12]=1)=O>O1CCCC1>[OH:8][CH2:9][C:11]1[CH:12]=[CH:13][C:14]([C:17]2[CH:22]=[CH:21][C:20]([CH2:23][OH:24])=[CH:19][CH:18]=2)=[CH:15][CH:16]=1 |f:0.1.2.3.4.5|. Procedure details: 789 mg (20.8 mmoles) of LiAlH4 in 150 ml of anhydrous THF (tetrahydrofuran) are placed in a 2-liter flask which has a mechanical agitator, cooler, filler funnel and heating bath. A solution, heated to 50° C., of 7.5 g (27.7 mmoles) of 4,4'-bis (methoxycarbonyl)biphenyl in 500 ml of anhydrous THF is added dropwise, over a period of 1 hour, to the mixture, heated in an inert atmosphere to 50° C. under agitation. After a further 30 minutes of agitation in a heating bath, the mixture is cooled to am... The reactants are ClC1=CC=C2C(=C1)NC(C21C(NC(CC1C1=C(C=CC(=C1)Cl)OC(C)(C)C(=O)OCC)=O)C1=C(C=CC(=C1)F)C)=O (Racemic (2′S,3S,4′R)-6-chloro-4′-[5-chloro-2-(1-ethoxycarbonyl-1-methyl-ethoxy)-phenyl]-2′-(5-fluoro-2-methyl phenyl)spiro[3H-indole-3,3′-piperidine]-2,6′(1H)-dione), [OH-].[K+] (KOH). Yield: 62.2%. Procedure details: Racemic (2′S,3S,4′R)-6-chloro-4′-[5-chloro-2-(1-ethoxycarbonyl-1-methyl-ethoxy)-phenyl]-2′-(5-fluoro-2-methyl phenyl)spiro[3H-indole-3,3′-piperidine]-2,6′(1H)-dione (2.7 g, 4.5 mmol) was dissolved in THF (20 mL). Then aqueous solution (10 mL) of KOH (0.5 g) was added. The mixture was refluxed for 1 h. After cooled to room temperature, the solution was concentrated and then the residue was acidified to “pH” 2-3 by addition of concentrated aqueous HCl solution. The white solid was collected by fil... Yields the product ClC1=CC=C2C(=C1)NC(C21C(NC(CC1C1=C(C=CC(=C1)Cl)OC(C)(C)C(=O)O)=O)C1=C(C=CC(=C1)F)C)=O (racemic (2′S,3S,4′R)-6-chloro-4′-[5-chloro-2-(1-hydroxycarbonyl-1-methyl-ethoxy)-phenyl]-2′-(5-fluoro-2-methyl-phenyl)spiro[3H-indole-3,3′-piperidine]-2,6′(1H)-dione). Run in C1CCOC1 (THF). Reaction SMILES: [Cl:1][C:2]1[CH:7]=[C:6]2[NH:8][C:9](=[O:41])[C:10]3([CH:15]([C:16]4[CH:21]=[C:20]([Cl:22])[CH:19]=[CH:18][C:17]=4[O:23][C:24]([C:27]([O:29]CC)=[O:28])([CH3:26])[CH3:25])[CH2:14][C:13](=[O:32])[NH:12][CH:11]3[C:33]3[CH:38]=[C:37]([F:39])[CH:36]=[CH:35][C:34]=3[CH3:40])[C:5]2=[CH:4][CH:3]=1.[OH-].[K+]>C1COCC1>[Cl:1][C:2]1[CH:7]=[C:6]2[NH:8][C:9](=[O:41])[C:10]3([CH:15]([C:16]4[CH:21]=[C:20]([Cl:22])[CH:19]=[CH:18][C:17]=4[O:23][C:24]([C:27]([OH:29])=[O:28])([CH3:25])[CH3:26])[CH2:14][C:13](=[O:32])[NH:12][CH:11]3[C:33]3[CH:38]=[C:37]([F:39])[CH:36]=[CH:35][C:34]=3[CH3:40])[C:5]2=[CH:4][CH:3]=1 |f:1.2|. Reactants: CCOC(C)=O, CN(C)C=O, O=C([O-])C(F)(F)Cl, Cl, [Na+], [Na+], [OH-], O, Oc1ccc(Cl)cc1O. Product: Oc1cc(Cl)ccc1OC(F)F. As a reaction SMILES: [CH3:21][CH2:22][O:23][C:24](=[O:25])[CH3:26].[CH3:28][N:29]([CH3:30])[CH:31]=[O:32].[Cl:1][C:2]([C:3]([O-:4])=[O:5])([F:6])[F:7].[ClH:20].[Na+:10].[Na+:8].[OH-:9].[OH2:27].[OH:11][c:12]1[cH:13][cH:14][c:15]([Cl:16])[cH:17][c:18]1[OH:19]>>[CH:2]([F:6])([F:7])[O:11][c:12]1[cH:13][cH:14][c:15]([Cl:16])[cH:17][c:18]1[OH:19].